Task: describe an organic reaction: reactants, conditions, products, and yield. Dataset: the Open Reaction Database (ORD), a public repository of structured organic reaction records Starting materials: COc1ccc(C(=O)CC2CCCC2)c(Cl)c1Cl, C1COCCO1, O=S(=O)(O)O. Yields the product C=C(C(=O)c1ccc(OC)c(Cl)c1Cl)C1CCCC1. As a reaction SMILES: [Cl:1][c:2]1[c:3]([C:11]([CH2:12][CH:13]2[CH2:14][CH2:15][CH2:16][CH2:17]2)=[O:18])[cH:4][cH:5][c:6]([O:9][CH3:10])[c:7]1[Cl:8].[O:24]1[CH2:25][CH2:29][O:28][CH2:27][CH2:26]1.[S:19](=[O:20])(=[O:21])([OH:22])[OH:23]>>[Cl:1][c:2]1[c:3]([C:11]([C:12]([CH:13]2[CH2:14][CH2:15][CH2:16][CH2:17]2)=[CH2:25])=[O:18])[cH:4][cH:5][c:6]([O:9][CH3:10])[c:7]1[Cl:8]. Reactants: FC(C(=O)O)(F)F (trifluoroacetic acid), C(C)(C)(C)OC(=O)N1CCN(CC1)CCSC=1NC2=C(N1)C=CC(=C2)F (1-tert-butoxycarbonyl-4-[2-(5-fluorobenzimidazol-2-ylthio)ethyl]piperazine), CCOCC (ether). Solvent: CCCCCC (hexane). Conditions: time 30 minute. Yields the product FC(C(=O)O)(F)F.FC(C(=O)O)(F)F.FC(C(=O)O)(F)F.FC1=CC2=C(N=C(N2)SCCN2CCNCC2)C=C1 (1-[2-(5-fluorobenzimidazol-2-ylthio)ethyl]piperazine tris(trifluoroacetic acid) salt). The yield is 99.0%. RXN SMILES: [F:1][C:2]([F:7])([F:6])[C:3]([OH:5])=[O:4].C(OC([N:15]1[CH2:20][CH2:19][N:18]([CH2:21][CH2:22][S:23][C:24]2[NH:25][C:26]3[CH:32]=[C:31]([F:33])[CH:30]=[CH:29][C:27]=3[N:28]=2)[CH2:17][CH2:16]1)=O)(C)(C)C.CCOCC>CCCCCC>[F:1][C:2]([F:7])([F:6])[C:3]([OH:5])=[O:4].[F:1][C:2]([F:7])([F:6])[C:3]([OH:5])=[O:4].[F:1][C:2]([F:7])([F:6])[C:3]([OH:5])=[O:4].[F:33][C:31]1[CH:30]=[CH:29][C:27]2[N:28]=[C:24]([S:23][CH2:22][CH2:21][N:18]3[CH2:19][CH2:20][NH:15][CH2:16][CH2:17]3)[NH:25][C:26]=2[CH:32]=1 |f:4.5.6.7|. Reported procedure: While trifluoroacetic acid (17 mL) was stirred under cooling with ice, 1-tert-butoxycarbonyl-4-[2-(5-fluorobenzimidazol-2-ylthio)ethyl]piperazine (6.50 g, 17.08 mmol) was added to the acid over 30 minutes and dissolved thereto. The temperature of the mixture was allowed to room temperature, and the mixture was stirred for 30 minutes. Thereafter, ether and hexane were added thereto, and the formed solid was collected through filtration. The collected product was washed with ether, to thereby yiel... Reactants: COC1=CC=C(CO[C@@H](C)[C@@H]([C@@H](CCC(C)C)C=C)O)C=C1 ((2S,3R,4S)-2-((4-methoxybenzyl)oxy)-7-methyl-4-vinyloctan-3-ol), [H-].[Na+] (NaH), [H-].[Na+] (NaH), CC1=CC=C(C=C1)S(=O)(=O)OCC(C)C (isobutyl 4-methylbenzenesulfonate), [H-].[Na+] (NaH), CC1=CC=C(C=C1)S(=O)(=O)OCC(C)C (isobutyl 4-methylbenzenesulfonate), CC1=CC=C(C=C1)S(=O)(=O)OCC(C)C (isobutyl 4-methylbenzenesulfonate). Solvent: CN(C)C=O (DMF), CN(C)C=O (DMF). Conditions: time 15 minute. The product is C(C(C)C)O[C@@H]([C@H](C)OCC1=CC=C(C=C1)OC)[C@@H](CCC(C)C)C=C (1-((((2S,3R,4S)-3-isobutoxy-7-methyl-4-vinyloctan-2-yl)oxy)methyl)-4-methoxybenzene). The yield is 86.6%. As a reaction SMILES: [CH3:1][O:2][C:3]1[CH:22]=[CH:21][C:6]([CH2:7][O:8][C@H:9]([C@H:11]([OH:20])[C@H:12]([CH:18]=[CH2:19])[CH2:13][CH2:14][CH:15]([CH3:17])[CH3:16])[CH3:10])=[CH:5][CH:4]=1.[H-].[Na+].[CH3:25][C:26]1[CH:31]=CC(S(OCC(C)C)(=O)=O)=C[CH:27]=1>CN(C=O)C>[CH2:25]([O:20][C@H:11]([C@H:12]([CH:18]=[CH2:19])[CH2:13][CH2:14][CH:15]([CH3:16])[CH3:17])[C@@H:9]([O:8][CH2:7][C:6]1[CH:5]=[CH:4][C:3]([O:2][CH3:1])=[CH:22][CH:21]=1)[CH3:10])[CH:26]([CH3:31])[CH3:27] |f:1.2|. Reported procedure: A solution of (2S,3R,4S)-2-((4-methoxybenzyl)oxy)-7-methyl-4-vinyloctan-3-ol (2.0 g, 6.53 mmol) in anhydrous DMF (15 mL) was added at room temperature to a solution of NaH (0.326 g, 8.16 mmol, 60% dispersion in mineral oil) in anhydrous DMF (6.0 mL). The reaction was stirred for 15 min at room temperature, then isobutyl 4-methylbenzenesulfonate (1.66 mL, 8.16 mmol) was added at room temperature and the reaction was heated at 50° C. and stirred for 1 h. The reaction was cooled down to room temper... The reactants are C(CCCCCCCCCCC)N (dodecylamine), N1CCNCC1 (piperazine), C(#N)CC(=O)OCC (ethyl cyanoacetate), C(CC(=O)C)(=O)OCC (ethyl acetoacetate), [N+](=O)(O)[O-] (nitric acid). Run in CN(C=O)C (dimethylformamide), C(C)O (ethanol), CO (methanol), O (water). Run at temperature 140 celsius. Yields the product C(CCCCCCCCCCC)C=1C(NC=CC1)=O (Dodecyl Pyridone). Isolated yield 85.0%. Reaction SMILES: [CH2:1](N)[CH2:2][CH2:3][CH2:4][CH2:5][CH2:6][CH2:7][CH2:8][CH2:9][CH2:10][CH2:11][CH3:12].[C:14]([CH2:16][C:17]([O:19]CC)=O)#N.C(OCC)(=O)CC(C)=O.[NH:31]1CCN[CH2:33][CH2:32]1.[N+]([O-])(O)=O>CO.O.CN(C)C=O.C(O)C>[CH2:1]([C:16]1[C:17](=[O:19])[NH:31][CH:32]=[CH:33][CH:14]=1)[CH2:2][CH2:3][CH2:4][CH2:5][CH2:6][CH2:7][CH2:8][CH2:9][CH2:10][CH2:11][CH3:12]. Reported procedure: Into a 2 liter Erlenmeyer flask equipped with magnetic stirring was charged dodecylamine (185.0 grams, 1.0 mol; obtained from Sigma-Aldrich) followed with ethyl cyanoacetate (ECA, 135.5 grams, 1.20 mol; obtained from Sigma-Aldrich). The mixture was then heated to 140° C. and stirred at this temperature for 1 hour, during which time the ethanol by-product was allowed to distill away. Thereafter, to the hot reaction mixture stirring at 140° C. internal temperature was sequentially added dimethylfo... Reactants: CC1OC2(CC1=NO)CCN(CC2)C (2,8-dimethyl-1-oxa-8-azaspiro[4.5]decan-3-one oxime), [H-].COCCO[Al+]OCCOC.[Na+].[H-] (sodium bis(2-methoxyethoxy)aluminumhydride). The product is CN1CCC2(CC1)C1NC1C(O2)C (1′,4-Dimethylspiro[3-oxa-6-azabicyclo[3.1.0]hexane-2,4′-piperidine]). RXN SMILES: [CH3:1][CH:2]1[C:6](=[N:7]O)[CH2:5][C:4]2([CH2:13][CH2:12][N:11]([CH3:14])[CH2:10][CH2:9]2)[O:3]1.[H-].COCCO[Al+]OCCOC.[Na+].[H-]>>[CH3:14][N:11]1[CH2:12][CH2:13][C:4]2([O:3][CH:2]([CH3:1])[CH:6]3[CH:5]2[NH:7]3)[CH2:9][CH2:10]1 |f:1.2.3.4|. Reported procedure: The precursor amine compounds may in turn be prepared as described in greater detail below. Thus, for example, 2,8-Dimethyl-1-oxa-3,8-diaza-spiro[4.5]decane may be obtained by reaction of 4-aminomethyl-1-methyl-piperidin-4-ol with acetaldehyde in dry dichloromethane. 2,8-Dimethyl-1-oxa-4,8-diazaspiro[4.5]decane may be obtained by reaction of 1-amino-2-propanol with 1-methyl-4-piperidone under reflux. 1′,4-Dimethylspiro[3-oxa-6-azabicyclo[3.1.0]hexane-2,4′-piperidine] may be obtained by first pre... The reactants are CC(=O)O, C=[N+]=[N-], CC(C)(S)C(=O)NC(CS)C(=O)O. Reaction SMILES: [CH3:14][C:15](=[O:16])[OH:17].[N+:18](=[CH2:19])=[N-:20].[SH:1][C:2]([C:3](=[O:4])[NH:5][CH:6]([CH2:7][SH:8])[C:9](=[O:10])[OH:11])([CH3:12])[CH3:13]>>[SH:1][C:2]([C:3](=[O:4])[NH:5][CH:6]([CH2:7][SH:8])[C:9]([O:10][CH3:14])=[O:11])([CH3:12])[CH3:13]. Yields the product COC(=O)C(CS)NC(=O)C(C)(C)S. Starting materials: CS(=O)(=O)Cl (Methanesulfonyl chloride), CCN(C(C)C)C(C)C (DIPEA), C(C)(C)(C)OC(=O)N1[C@@H]2CN[C@H](C1)C2 ((1S,4S)-2,5-diazabicyclo[2.2.1]heptane-2-carboxylic acid tert-butyl ester). The solvent is C(Cl)Cl (DCM). Run at time 17 hour. The product is C(C)(C)(C)OC(=O)N1[C@@H]2CN([C@H](C1)C2)S(=O)(=O)C ((1S,4S)-5-methanesulfonyl-2,5-diazabicyclo[2.2.1]-heptane-2-carboxylic acid tert-butyl ester). RXN SMILES: [CH3:1][S:2](Cl)(=[O:4])=[O:3].CCN(C(C)C)C(C)C.[C:15]([O:19][C:20]([N:22]1[CH2:27][C@@H:26]2[CH2:28][C@H:23]1[CH2:24][NH:25]2)=[O:21])([CH3:18])([CH3:17])[CH3:16]>C(Cl)Cl>[C:15]([O:19][C:20]([N:22]1[CH2:27][C@@H:26]2[CH2:28][C@H:23]1[CH2:24][N:25]2[S:2]([CH3:1])(=[O:4])=[O:3])=[O:21])([CH3:18])([CH3:16])[CH3:17]. Procedure details: Methanesulfonyl chloride (120 μL, 1.55 mmol) and DIPEA (187 μL, 1.07 mmol) were added to a solution of (1S,4S)-2,5-diazabicyclo[2.2.1]heptane-2-carboxylic acid tert-butyl ester (200 mg, 1.01 mmol) in DCM (20 mL) and the reaction mixture stirred at ambient temperature for 17 h, then partitioned between EtOAc and water. The organic layer was separated and washed with brine, then dried (MgSO4) and concentrated in vacuo to give (1S,4S)-5-methanesulfonyl-2,5-diazabicyclo[2.2.1]-heptane-2-carboxylic a... RXN SMILES: [C:46]([n:47]1[cH:48][cH:49][n:50][cH:51]1)([n:52]1[cH:53][cH:54][n:55][cH:56]1)=[O:57].[CH2:14]([Li:15])[CH2:16][CH2:17][CH3:18].[CH2:59]1[O:60][CH2:61][CH2:62][CH2:63]1.[CH3:19][C:20](=[O:21])[c:22]1[cH:23][cH:24][cH:25][cH:26][cH:27]1.[CH3:64][CH2:65][O:66][C:67](=[O:68])[CH3:69].[CH3:8][CH2:9][CH2:10][CH2:11][CH2:12][CH3:13].[CH:1]([NH:2][CH:3]([CH3:4])[CH3:5])([CH3:6])[CH3:7].[ClH:58].[OH2:70].[n:28]1[cH:29][c:30]([O:34][C:35](=[O:36])[N:37]2[CH2:38][CH2:39][CH:40]([C:43](=[O:44])[OH:45])[CH2:41][CH2:42]2)[cH:31][cH:32][cH:33]1>>[CH2:19]([C:20](=[O:21])[c:22]1[cH:23][cH:24][cH:25][cH:26][cH:27]1)[C:43]([CH:40]1[CH2:39][CH2:38][N:37]([C:35]([O:34][c:30]2[cH:29][n:28][cH:33][cH:32][cH:31]2)=[O:36])[CH2:42][CH2:41]1)=[O:44]. Product: O=C(CC(=O)C1CCN(C(=O)Oc2cccnc2)CC1)c1ccccc1. Reactants: O=C(n1ccnc1)n1ccnc1, [Li]CCCC, C1CCOC1, CC(=O)c1ccccc1, CCOC(C)=O, CCCCCC, CC(C)NC(C)C, Cl, O, O=C(O)C1CCN(C(=O)Oc2cccnc2)CC1.